Dataset: the Open Reaction Database (ORD), a public repository of structured organic reaction records. Task: describe an organic reaction: reactants, conditions, products, and yield The reactants are CCO, CCOC(=O)CCC(C(=O)OCC)N1C(=O)c2ccc([N+](=O)[O-])cc2C1=O. Yields the product CCOC(=O)CCC(C(=O)OCC)N1C(=O)c2ccc(N)cc2C1=O. Reaction SMILES: [CH3:28][CH2:29][OH:30].[N+:1]([O-:2])(=[O:3])[c:4]1[cH:5][c:6]2[c:7]([cH:26][cH:27]1)[C:8](=[O:9])[N:10]([CH:13]([C:14](=[O:15])[O:16][CH2:17][CH3:18])[CH2:19][CH2:20][C:21](=[O:22])[O:23][CH2:24][CH3:25])[C:11]2=[O:12]>>[NH2:1][c:4]1[cH:5][c:6]2[c:7]([cH:26][cH:27]1)[C:8](=[O:9])[N:10]([CH:13]([C:14](=[O:15])[O:16][CH2:17][CH3:18])[CH2:19][CH2:20][C:21](=[O:22])[O:23][CH2:24][CH3:25])[C:11]2=[O:12]. Reactants: COC1=CC=C(C=C1)[C@@H]1SC2=C(NC([C@@H]1O)=O)C=CC=C2 (cis-2-(4-methoxyphenyl)-2,3-dihydro-3-hydroxy -1,5-benzothiazepin-4(5H)-one), ClCCCl (1,2-dichloroethane), [H-].[Na+] (sodium hydride), [H][H] (hydrogen). The solvent is CCOCC (Ether), CS(=O)C (dimethyl sulfoxide), O (water). Run at time 45 minute. Yields the product COC1=CC=C(C=C1)[C@@H]1SC2=C(N(C([C@@H]1O)=O)CCCl)C=CC=C2 (cis-2-(4-methoxyphenyl) -2,3-dihydro-3-hydroxy-5-(2-chloroethyl)-1,5-benzothiazepin -4(5H)-one). Yield: 24.9%. As a reaction SMILES: [H-].[Na+].[CH3:3][O:4][C:5]1[CH:10]=[CH:9][C:8]([C@H:11]2[C@@H:17]([OH:18])[C:16](=[O:19])[NH:15][C:14]3[CH:20]=[CH:21][CH:22]=[CH:23][C:13]=3[S:12]2)=[CH:7][CH:6]=1.[H][H].[Cl:26][CH2:27][CH2:28]Cl>CCOCC.O.CS(C)=O>[CH3:3][O:4][C:5]1[CH:6]=[CH:7][C:8]([C@H:11]2[C@@H:17]([OH:18])[C:16](=[O:19])[N:15]([CH2:28][CH2:27][Cl:26])[C:14]3[CH:20]=[CH:21][CH:22]=[CH:23][C:13]=3[S:12]2)=[CH:9][CH:10]=1 |f:0.1|. Procedure: Under a nitrogen blanket, 7.47 g of 80 percent sodium hydride (Aldrich; 0.249 mol) and 600 mL of anhydrous dimethyl sulfoxide (DMSO) were added to a 2-L round bottom flask, which had been fitted with a reflux condenser, nitrogen adapter and magnetic stirrer. The resulting solution was stirred for 45 minutes, and then 50.0 g of dl-cis-2-(4-methoxyphenyl)-2,3-dihydro-3-hydroxy -1,5-benzothiazepin-4(5H)-one (0.166 mol) was added in two portions over a ten minute period. A fairly vigorous evolution ... Starting materials: C(C)C1=NN(C2=CC=CC(=C12)NC(=O)C1=CN=C2N1C=CC=C2)CC2=NC(=CC=C2)O (N-(3-ethyl-1-((6-hydroxypyridin-2-yl)methyl)-1H-indazol-4-yl)imidazo[1,2-a]pyridine-3-carboxamide), C(=O)([O-])[O-].[K+].[K+] (K2CO3), ICC (iodoethane). Run in CN(C)C=O (DMF). Run at time 16 hour. The product is C(C)C1=NN(C2=CC=CC(=C12)NC(=O)C1=CN=C2N1C=CC=C2)CC=2N(C(C=CC2)=O)CC (N-(3-ethyl-1-((1-ethyl-6-oxo-1,6-dihydropyridin-2-yl)methyl)-1H-indazol-4-yl)imidazo[1,2-a]pyridine-3-carboxamide). Isolated yield 16.8%. Reaction SMILES: [CH2:1]([C:3]1[C:11]2[C:6](=[CH:7][CH:8]=[CH:9][C:10]=2[NH:12][C:13]([C:15]2[N:19]3[CH:20]=[CH:21][CH:22]=[CH:23][C:18]3=[N:17][CH:16]=2)=[O:14])[N:5]([CH2:24][C:25]2[CH:30]=[CH:29][CH:28]=[C:27]([OH:31])[N:26]=2)[N:4]=1)[CH3:2].C([O-])([O-])=O.[K+].[K+].I[CH2:39][CH3:40]>CN(C=O)C>[CH2:1]([C:3]1[C:11]2[C:6](=[CH:7][CH:8]=[CH:9][C:10]=2[NH:12][C:13]([C:15]2[N:19]3[CH:20]=[CH:21][CH:22]=[CH:23][C:18]3=[N:17][CH:16]=2)=[O:14])[N:5]([CH2:24][C:25]2[N:26]([CH2:39][CH3:40])[C:27](=[O:31])[CH:28]=[CH:29][CH:30]=2)[N:4]=1)[CH3:2] |f:1.2.3|. Procedure details: To N-(3-ethyl-1-((6-hydroxypyridin-2-yl)methyl)-1H-indazol-4-yl)imidazo[1,2-a]pyridine-3-carboxamide (11 mg, 0.027 mmol; prepared as in Example 17, Step A) in DMF (2 mL) was added K2CO3 (7.4 mg, 0.053 mmol) and iodoethane (21 mg, 0.13 mmol). The reaction mixture was stirred for 16 hours and then concentrated under reduced pressure to remove DMF. Silica gel chromatography (DCM/MeOH 10:1) gave the final product (2 mg). MS (ES+APCI) m/z=441 (M+H). The O-alkylated product was also isolated (See Exam... Starting materials: solution, OP(=O)([O-])[O-].[K+].[K+] (K2HPO4), OP(=O)([O-])[O-].[K+].[K+] (K2HPO4), C=C1C(C(CCC1Cl)(C)C)CCC(CCC(=O)OC(C)(C)C)=O (tert.butyl 6-(2-methylidene-6,6-dimethyl-3-chlorocyclohex-1-yl)-4-oxo-hexanoate), O=O (O2), OP(=O)([O-])[O-].[K+].[K+] (K2HPO4). Reagents/catalysts: [O-]S(=O)(=O)[O-].[Cu+2] (CuSO4). Run in O (H2O), O (water), CO (methanol). Run at time 11 day. The product is CC1(C2CCC(C(=C2CCC1)CC(=O)OC(C)(C)C)=O)C (tert.butyl 2-[5,5-dimethyl-2-oxo-2,3,4,4a,5,6,7,8-octahydronaphth-1-yl]acetate). The yield is 52.3%. As a reaction SMILES: C=[C:2]1[CH:7](Cl)[CH2:6][CH2:5][C:4]([CH3:10])([CH3:9])[CH:3]1[CH2:11][CH2:12][C:13](=[O:23])[CH2:14][CH2:15][C:16]([O:18][C:19]([CH3:22])([CH3:21])[CH3:20])=[O:17].O=O.OP([O-])([O-])=O.[K+].[K+]>CO.O.[O-]S([O-])(=O)=O.[Cu+2]>[CH3:10][C:4]1([CH3:9])[CH2:5][CH2:6][CH2:7][C:2]2[CH:3]1[CH2:11][CH2:12][C:13](=[O:23])[C:14]=2[CH2:15][C:16]([O:18][C:19]([CH3:20])([CH3:22])[CH3:21])=[O:17] |f:2.3.4,7.8|. Procedure: 190 g (0.55 mol) of tert.butyl 6-(2-methylidene-6,6-dimethyl-3-chlorocyclohex-1-yl)-4-oxo-hexanoate was dissolved in 1.7 l of methanol in a gasification flask, cooled to -70° and ozonized (O2 flow=200 l/h) for 1 hour and 45 minutes. 108 g (1.65 mol) of CuSO4 -activated zinc powder, 200 ml of deionized water and 150 ml of a solution of 115 g of K2HPO4 in 300 ml of H2O was placed in a 4 l four-necked flask fitted with a stirrer, thermometer, condenser and dropping funnel. The cold ozonization mixt... Starting materials: OC(=O)CONC(C(C)OC1=CC=C(C=C1)OC1=NC=C(C=C1Cl)Cl)=O (N-hydroxycarbonylmethoxy-2-[4-(3,5-dichloro-2-pyridyloxy)phenoxy]propionamide), CO (methanol), [N+](=[N-])=C (diazomethane), resultant mixture. Conditions: time 10 minute. The product is COC(=O)CON(C(C(C)OC1=CC=C(C=C1)OC1=NC=C(C=C1Cl)Cl)=O)C (N-methoxycarbonylmethoxy-N-methyl-2-[4-(3,5-dichloro-2-pyridyloxy)phenoxy]propionamide). RXN SMILES: [OH:1][C:2]([CH2:4][O:5][NH:6][C:7](=[O:26])[CH:8]([O:10][C:11]1[CH:16]=[CH:15][C:14]([O:17][C:18]2[C:23]([Cl:24])=[CH:22][C:21]([Cl:25])=[CH:20][N:19]=2)=[CH:13][CH:12]=1)[CH3:9])=O.[N+](=[CH2:29])=[N-].[CH3:30][OH:31]>>[CH3:30][O:31][C:2]([CH2:4][O:5][N:6]([CH3:29])[C:7](=[O:26])[CH:8]([O:10][C:11]1[CH:16]=[CH:15][C:14]([O:17][C:18]2[C:23]([Cl:24])=[CH:22][C:21]([Cl:25])=[CH:20][N:19]=2)=[CH:13][CH:12]=1)[CH3:9])=[O:1]. Procedure: To a solution of N-hydroxycarbonylmethoxy-2-[4-(3,5-dichloro-2-pyridyloxy)phenoxy]propionamide (Compound No. 37 as obtained in Example 3) (0.38 g) in methanol (1 ml), there was added an etheral solution of diazomethane until the yellow color remained, and the resultant mixture was allowed to stand for 10 minutes. The reaction mixture was concentrated under reduced pressure. The residue was purified by silica gel chromatography (eluent: 88% hexane :12% ethyl acetate) to give N-methoxycarbonylmeth... Starting materials: ClC1=NC=C(C(=O)NCC2=CC(=CC=C2)NS(=O)(=O)C)C=C1 (6-chloro-N-(3-methylsulphonylaminobenzyl)nicotinamide), ClC1=NC=C(C(=O)NCC2=CC(=CC=C2)NS(=O)(=O)C)C=C1 (6-chloro-N-(3-methylsulphonylaminobenzyl)nicotinamide), CC1=C(C=C(C=C1)NC(=O)C1=CSC=C1)B1OC(C(O1)(C)C)(C)C (N-[4-methyl-3-(4,4,5,5-tetramethyl-[1,3,2]dioxaborolan-2-yl)-phenyl]thiophene-3-amide), CC1=C(C=C(C=C1)NC(=O)C1=CSC=C1)B1OC(C(O1)(C)C)(C)C (N-[4-methyl-3-(4,4,5,5-tetramethyl-[1,3,2]dioxaborolan-2-yl)-phenyl]thiophene-3-amide). Product: CS(=O)(=O)NC=1C=C(CNC(C2=CN=C(C=C2)C2=C(C=CC(=C2)NC(=O)C2=CSC=C2)C)=O)C=CC1 (N-(3-Methylsulphonylaminobenzyl)-6-[5-(thiophen-3-ylcarbonylamino)-2-methyl-phenyl]-nicotinamide). As a reaction SMILES: Cl[C:2]1[CH:22]=[CH:21][C:5]([C:6]([NH:8][CH2:9][C:10]2[CH:15]=[CH:14][CH:13]=[C:12]([NH:16][S:17]([CH3:20])(=[O:19])=[O:18])[CH:11]=2)=[O:7])=[CH:4][N:3]=1.[CH3:23][C:24]1[CH:29]=[CH:28][C:27]([NH:30][C:31]([C:33]2[CH:37]=[CH:36][S:35][CH:34]=2)=[O:32])=[CH:26][C:25]=1B1OC(C)(C)C(C)(C)O1>>[CH3:20][S:17]([NH:16][C:12]1[CH:11]=[C:10]([CH:15]=[CH:14][CH:13]=1)[CH2:9][NH:8][C:6](=[O:7])[C:5]1[CH:21]=[CH:22][C:2]([C:25]2[CH:26]=[C:27]([NH:30][C:31]([C:33]3[CH:37]=[CH:36][S:35][CH:34]=3)=[O:32])[CH:28]=[CH:29][C:24]=2[CH3:23])=[N:3][CH:4]=1)(=[O:19])=[O:18]. Procedure: N-(3-Methylsulphonylaminobenzyl)-6-[5-(thiophen-3-ylcarbonylamino)-2-methyl-phenyl]-nicotinamide was prepared from 6-chloro-N-(3-methylsulphonylaminobenzyl)nicotinamide (Intermediate 4) and N-[4-methyl-3-(4,4,5,5-tetramethyl-[1,3,2]dioxaborolan-2-yl)-phenyl]thiophene-3-amide (Intermediate 14) using General Method B. LCMS: retention time 3.03 min, MH+ 521. NMR: δH [2H6]-DMSO 10.12,(1H, s), 9.33,(1H, t), 9.15,(1H, s), 8.78,(1H, b), 8.36-8.32,(2H, m), 7.86,(1H, s), 7.78,(1H, d), 7.69-7.65,(3H, m), ... The reactants are NCCC(CN1CCC(CC1)OC1=CC(=C(C=C1)Cl)Cl)O (4-amino-1-[4-(3,4-dichlorophenoxy)piperidin-1-yl]butan-2-ol), CS(=O)(=O)C1=C(C(=O)O)C=CC=C1 (2-(methylsulphonyl)benzoic acid). Product: ClC=1C=C(OC2CCN(CC2)CC(CCNC(C2=C(C=CC=C2)S(=O)(=O)C)=O)O)C=CC1Cl (N-{4-[4-(3,4-Dichlorophenoxy)piperidin-1-yl]-3-hydroxybutyl}-2-(methylsulfonyl)benzamide), solid. As a reaction SMILES: [NH2:1][CH2:2][CH2:3][CH:4]([OH:21])[CH2:5][N:6]1[CH2:11][CH2:10][CH:9]([O:12][C:13]2[CH:18]=[CH:17][C:16]([Cl:19])=[C:15]([Cl:20])[CH:14]=2)[CH2:8][CH2:7]1.[CH3:22][S:23]([C:26]1[CH:34]=[CH:33][CH:32]=[CH:31][C:27]=1[C:28](O)=[O:29])(=[O:25])=[O:24]>>[Cl:20][C:15]1[CH:14]=[C:13]([CH:18]=[CH:17][C:16]=1[Cl:19])[O:12][CH:9]1[CH2:8][CH2:7][N:6]([CH2:5][CH:4]([OH:21])[CH2:3][CH2:2][NH:1][C:28](=[O:29])[C:27]2[CH:31]=[CH:32][CH:33]=[CH:34][C:26]=2[S:23]([CH3:22])(=[O:25])=[O:24])[CH2:11][CH2:10]1. Procedure details: Prepared as described in Example 1 from 4-amino-1-[4-(3,4-dichlorophenoxy)piperidin-1-yl]butan-2-ol (0.26 g) and 2-(methylsulphonyl)benzoic acid (0.156 g). The title compound was obtained as a white solid (0.170 g). The reactants are C1(=CC=CC=C1)C(C)C1=CC=CC=C1 (diphenylethane), C(C)(=O)Cl (acetyl chloride). Yields the product C(C)(=O)C(C)(C1=CC=CC=C1)C1=CC=CC=C1 (acetylphenylphenylethane). Reaction SMILES: [C:1]1([CH:7]([C:9]2[CH:14]=[CH:13][CH:12]=[CH:11][CH:10]=2)[CH3:8])[CH:6]=[CH:5][CH:4]=[CH:3][CH:2]=1.[C:15](Cl)(=[O:17])[CH3:16]>>[C:15]([C:7]([C:1]1[CH:6]=[CH:5][CH:4]=[CH:3][CH:2]=1)([C:9]1[CH:14]=[CH:13][CH:12]=[CH:11][CH:10]=1)[CH3:8])(=[O:17])[CH3:16]. Reported procedure: For example, vinylnaphthalene may be obtained by reacting formylnaphthalene with a Grignard reagent such as methyl magnesium iodide and then dehydrating the reaction product. Vinylphenylphenylethane may be obtained by reacting diphenylethane with acetyl chloride in the presence of a Friedel-Craft catalyst to produce acetylphenylphenylethane, reducing the thus produced product with sodium boron hydride and then dehydrating the thus reduced product. Isopropenylphenylphenylethane may be obtained by...